From a dataset of the Open Reaction Database (ORD), a public repository of structured organic reaction records. describe an organic reaction: reactants, conditions, products, and yield Reactants: [OH-].[K+] (KOH), CN1CCC=C(C1)C(=O)OC.Br (arecoline HBr), [Na+].[Cl-] (NaCl). Run in petroleum ether, O (water). Product: CN1CCC=C(C1)C(=O)OC (Arecoline). Reaction SMILES: [CH3:1][N:2]1[CH2:7][C:6]([C:8]([O:10][CH3:11])=[O:9])=[CH:5][CH2:4][CH2:3]1.Br.[OH-].[K+].[Na+].[Cl-]>O>[CH3:1][N:2]1[CH2:7][C:6]([C:8]([O:10][CH3:11])=[O:9])=[CH:5][CH2:4][CH2:3]1 |f:0.1,2.3,4.5|. Procedure details: Ten grams of arecoline HBr was dissolved in a minimal quantity (approximately 25 ml) of water and adjusted to pH 10 with saturated KOH in a separatory funnel. One hundred mls of petroleum ether was added and the layers were mixed. NaCl was then added to saturate the aqueous layer. The organic layer was collected, and the aqueous layer was extracted three more times with petroleum ether. The combined organic layers were transferred to a 500 ml round bottom flask, boiling chips were added and the ... Reactants: [Al+3], C1CCOC1, CON(C)C(=O)c1ccccc1CS(=O)(=O)c1ccc(C)cc1, CCOC(C)=O, [H-], [H-], [H-], [H-], [Li+]. The product is Cc1ccc(S(=O)(=O)Cc2ccccc2C=O)cc1. Reaction SMILES: [Al+3:25].[CH2:30]1[O:31][CH2:32][CH2:33][CH2:34]1.[CH3:1][O:2][N:3]([C:4]([c:5]1[c:6]([CH2:11][S:12](=[O:13])(=[O:14])[c:15]2[cH:16][cH:17][c:18]([CH3:21])[cH:19][cH:20]2)[cH:7][cH:8][cH:9][cH:10]1)=[O:22])[CH3:23].[CH3:35][CH2:36][O:37][C:38]([CH3:39])=[O:40].[H-:24].[H-:27].[H-:28].[H-:29].[Li+:26]>>[CH:4]([c:5]1[c:6]([CH2:11][S:12](=[O:13])(=[O:14])[c:15]2[cH:16][cH:17][c:18]([CH3:21])[cH:19][cH:20]2)[cH:7][cH:8][cH:9][cH:10]1)=[O:22]. Starting materials: CI (methyl iodide), C1=C(C=CC=2C3=CC=CC=C3CC12)CC#N (fluorene-2-acetonitrile), [H-].[Na+] (sodium hydride), [H][H] (hydrogen). The solvent is CN(C=O)C (dimethylformamide), CN(C=O)C (dimethylformamide). Product: CC(C#N)C1=CC=2CC3=CC=CC=C3C2C=C1 (α-Methylfluorene-2-acetonitrile). As a reaction SMILES: [CH:1]1[C:13]2[CH2:12][C:11]3[C:6](=[CH:7][CH:8]=[CH:9][CH:10]=3)[C:5]=2[CH:4]=[CH:3][C:2]=1[CH2:14][C:15]#[N:16].[H-].[Na+].[H][H].[CH3:21]I>CN(C)C=O>[CH3:21][CH:14]([C:2]1[CH:3]=[CH:4][C:5]2[C:6]3[C:11](=[CH:10][CH:9]=[CH:8][CH:7]=3)[CH2:12][C:13]=2[CH:1]=1)[C:15]#[N:16] |f:1.2|. Procedure details: A solution of fluorene-2-acetonitrile (2g.) in dimethylformamide is treated with sodium hydride (415mg.) portionwise while stirring under nitrogen. After the evolution of hydrogen has ceased, the mixture is cooled to 10°-15° and treated dropwise with methyl iodide (2.82g.) in dimethylformamide (10ml.). After stirring for 30 minutes, the ice bath is removed and the mixture stirred at room temperature overnight. The reaction mixture is then poured into ice water and extracted with ether. The ether...